From a dataset of the Open Reaction Database (ORD), a public repository of structured organic reaction records. describe an organic reaction: reactants, conditions, products, and yield Reactants: [OH-].[Na+] (NaOH), C(#N)C1=CC=C(C=C1)N=NC1=CC=C(OCCCCCC(=O)OCC)C=C1 (ethyl 6-[4-(4-cyanophenylazo)phenoxy]-hexanoate), Cl (HCl). Run in O (water), CN(C=O)C (dimethylformamide). Run at temperature 90 celsius, time 4 hour. Yields the product C(#N)C1=CC=C(C=C1)N=NC1=CC=C(OCCCCCC(=O)O)C=C1 (6-[4-(4-cyanophenylazo)phenoxy]-hexanoic acid). The yield is 72.9%. As a reaction SMILES: [C:1]([C:3]1[CH:8]=[CH:7][C:6]([N:9]=[N:10][C:11]2[CH:27]=[CH:26][C:14]([O:15][CH2:16][CH2:17][CH2:18][CH2:19][CH2:20][C:21]([O:23]CC)=[O:22])=[CH:13][CH:12]=2)=[CH:5][CH:4]=1)#[N:2].[OH-].[Na+].Cl>CN(C)C=O.O>[C:1]([C:3]1[CH:4]=[CH:5][C:6]([N:9]=[N:10][C:11]2[CH:27]=[CH:26][C:14]([O:15][CH2:16][CH2:17][CH2:18][CH2:19][CH2:20][C:21]([OH:23])=[O:22])=[CH:13][CH:12]=2)=[CH:7][CH:8]=1)#[N:2] |f:1.2|. Procedure: 6.92 g (0.019 mol) of ethyl 6-[4-(4-cyanophenylazo)phenoxy]-hexanoate was dissolved in 250 mL of dimethylformamide in a 500 mL one-neck round flask fitted with a magnetic stirring bar and a reflux condenser by heating to 90° C. while stirring on an oil bath. 7.48 g (0.187 mol) of NaOH in 80 mL of water was added through the condenser: Stirring and heating were continued for 4 h. After cooling on an ice-water bath 40 mL of 8N HCl was added. The precipitated crude product was recovered by filtrati... Starting materials: C[Si](N[Si](C)(C)C)(C)C.[Na] (Sodium hexamethyldisilazane), COCC#CC1=C2C(=C(N)C=C1)OCO2 (4-(3-methoxyprop-1-ynyl)-2,3-methylenedioxyaniline), ClC1=C(C=NC2=CC(=C(C=C12)OC)OCC)C#N (4-chloro-3-cyano-7-ethoxy-6-methoxyquinoline), Cl (hydrogen chloride), resultant mixture. The solvent is C(C)OCC (diethyl ether), CN(C)C=O (DMF), C(C)OCC (diethyl ether), C(Cl)Cl (methylene chloride), O (water). Run at temperature 0 celsius, time 2 hour. Product: Cl.C(#N)C=1C=NC2=CC(=C(C=C2C1NC1=C2C(=C(C=C1)C#CCOC)OCO2)OC)OCC (3-cyano-7-ethoxy-6-methoxy-4-[4-(3-methoxyprop-1-ynyl)-2,3-methylenedioxyanilino]quinoline monohydrochloride salt). Isolated yield 69.2%. RXN SMILES: C[Si](C)(C)N[Si](C)(C)C.[Na].[CH3:11][O:12][CH2:13][C:14]#[C:15][C:16]1[CH:22]=[CH:21][C:19]([NH2:20])=[C:18]2[O:23][CH2:24][O:25][C:17]=12.[Cl:26][C:27]1[C:36]2[C:31](=[CH:32][C:33]([O:39][CH2:40][CH3:41])=[C:34]([O:37][CH3:38])[CH:35]=2)[N:30]=[CH:29][C:28]=1[C:42]#[N:43].Cl>O.C(Cl)Cl.C(OCC)C.CN(C=O)C>[ClH:26].[C:42]([C:28]1[CH:29]=[N:30][C:31]2[C:36]([C:27]=1[NH:20][C:19]1[CH:21]=[CH:22][C:16]([C:15]#[C:14][CH2:13][O:12][CH3:11])=[C:17]3[O:25][CH2:24][O:23][C:18]=13)=[CH:35][C:34]([O:37][CH3:38])=[C:33]([O:39][CH2:40][CH3:41])[CH:32]=2)#[N:43] |f:0.1,9.10,^1:9|. Reported procedure: Sodium hexamethyldisilazane (1M solution in THF; 1.17 ml) was added to a stirred mixture of 4-(3-methoxyprop-1-ynyl)-2,3-methylenedioxyaniline (0.12 g), 4-chloro-3-cyano-7-ethoxy-6-methoxyquinoline (0.146 g) and DMF (8 ml) that had been cooled to 0° C. and the resultant mixture was allowed to warm to ambient temperature and was stirred for 2 hours. The reaction mixture was diluted with water and extracted with ethyl acetate. The organic phase was washed with water and with a saturated brine solu... Starting materials: Cl.C1(CCCCCCCCC1)N1CCC2(C(NCN2C2=CC=CC=C2)=O)CC1 (8-cyclodecyl-1-phenyl-1,3,8-triaza-spiro[4,5]decan-4-one hydrochloride), ClCCN1CCCCC1 (1-(2-chloroethyl)piperidine). Yields the product Cl.C1(CCCCCCCCC1)N1CCC2(C(N(CN2C2=CC=CC=C2)CCN2CCCCC2)=O)CC1 (8-Cyclodecyl-1-phenyl-3-(2-piperidin-1-yl-ethyl)-1,3,8-triaza-spiro[4,5]decan-4-one hydrochloride). RXN SMILES: Cl.[CH:2]1([N:12]2[CH2:28][CH2:27][C:15]3([N:19]([C:20]4[CH:25]=[CH:24][CH:23]=[CH:22][CH:21]=4)[CH2:18][NH:17][C:16]3=[O:26])[CH2:14][CH2:13]2)[CH2:11][CH2:10][CH2:9][CH2:8][CH2:7][CH2:6][CH2:5][CH2:4][CH2:3]1.[Cl:29][CH2:30][CH2:31][N:32]1[CH2:37][CH2:36][CH2:35][CH2:34][CH2:33]1>>[ClH:29].[CH:2]1([N:12]2[CH2:28][CH2:27][C:15]3([N:19]([C:20]4[CH:21]=[CH:22][CH:23]=[CH:24][CH:25]=4)[CH2:18][N:17]([CH2:30][CH2:31][N:32]4[CH2:37][CH2:36][CH2:35][CH2:34][CH2:33]4)[C:16]3=[O:26])[CH2:14][CH2:13]2)[CH2:11][CH2:10][CH2:9][CH2:8][CH2:7][CH2:6][CH2:5][CH2:4][CH2:3]1 |f:0.1,3.4|. Procedure: The title compound, white solid, m. p. 245° C. and MS: m/e=481.5 (M+H+) was prepared in accordance with the general method of example 24 from 8-cyclodecyl-1-phenyl-1,3,8-triaza-spiro[4,5]decan-4-one hydrochloride and 1-(2-chloroethyl)piperidine. The reactants are C(C)(=O)Cl (Acetyl chloride), Br[C@H](C(=O)O)[C@@H](C)O ((2S,3R)-2-bromo-3-hydroxybutyric acid), C(C(=O)Cl)(=O)Cl (oxalyl chloride). Conditions: temperature 5 celsius. The product is Br[C@H](C(=O)Cl)[C@@H](C)OC(C)=O ((2S,3R)-2-bromo-3-acetoxy-butyryl chloride). RXN SMILES: [C:1](Cl)(=[O:3])[CH3:2].[Br:5][C@@H:6]([C@H:10]([OH:12])[CH3:11])[C:7]([OH:9])=O.C(Cl)(=O)C([Cl:16])=O>>[Br:5][C@@H:6]([C@H:10]([O:12][C:1](=[O:3])[CH3:2])[CH3:11])[C:7]([Cl:16])=[O:9]. Reported procedure: Acetyl chloride (6.82 g, 86.88 mmole) was added dropwise to (2S,3R)-2-bromo-3-hydroxybutyric acid (neat) with stirring. The reaction mixture was cooled in a bath at 5° C. as exotherm began. After completion of addition, the cooling bath was removed. After 45 minutes the mixture was heated at 45°-50° C. for 1.5 hours. Heating was discontinued and 10 mL toluene was added. The mixture was cooled in an ice bath and oxalyl chloride (11.4 80 g, 90.44 mmole) was added dropwise. After completion of addi... The reactants are NS(=O)(=O)c1ccccc1Cl, COc1cc(C(=O)O)ccc1Cn1cc(C=CC(=O)N2CCCC2)c2ccc(C=CC(=O)N3CCCC3)cc21. The product is COc1cc(C(=O)NS(=O)(=O)c2ccccc2Cl)ccc1Cn1cc(C=CC(=O)N2CCCC2)c2ccc(C=CC(=O)N3CCCC3)cc21. Reaction SMILES: [Cl:40][c:41]1[c:42]([S:47](=[O:48])(=[O:49])[NH2:50])[cH:43][cH:44][cH:45][cH:46]1.[O:1]=[C:2]([CH:3]=[CH:4][c:5]1[cH:6][n:7]([CH2:23][c:24]2[c:25]([O:33][CH3:34])[cH:26][c:27]([C:28](=[O:29])[OH:30])[cH:31][cH:32]2)[c:8]2[cH:9][c:10]([CH:14]=[CH:15][C:16](=[O:17])[N:18]3[CH2:19][CH2:20][CH2:21][CH2:22]3)[cH:11][cH:12][c:13]12)[N:35]1[CH2:36][CH2:37][CH2:38][CH2:39]1>>[O:1]=[C:2]([CH:3]=[CH:4][c:5]1[cH:6][n:7]([CH2:23][c:24]2[c:25]([O:33][CH3:34])[cH:26][c:27]([C:28](=[O:30])[NH:50][S:47]([c:42]3[c:41]([Cl:40])[cH:46][cH:45][cH:44][cH:43]3)(=[O:48])=[O:49])[cH:31][cH:32]2)[c:8]2[cH:9][c:10]([CH:14]=[CH:15][C:16](=[O:17])[N:18]3[CH2:19][CH2:20][CH2:21][CH2:22]3)[cH:11][cH:12][c:13]12)[N:35]1[CH2:36][CH2:37][CH2:38][CH2:39]1. The reactants are FC1=C(C=C(C(=C1)C1=CC=C2C(=NNC2=C1)C=1NC2=C(CNCC2)N1)CC(F)(F)F)O (2-fluoro-4-[3-(4,5,6,7-tetrahydro-1H-imidazo[4,5-c]pyridin-2-yl)-1H-indazol-6-yl]-5-(2,2,2-trifluoro-ethyl)-phenol), COC=1C=C(C=O)C=CC1 (3-methoxybenzaldehyde). Yields the product FC1=C(C=C(C(=C1)C1=CC=C2C(=NNC2=C1)C1=NC2=C(CCN(C2)CC2=CC(=CC=C2)OC)N1)CC(F)(F)F)O (2-Fluoro-4-{3-[5-(3-methoxy-benzyl)-4,5,6,7-tetrahydro-1H-imidazo[4,5-d]pyridin-2-yl]-1H-indazol-6-yl}-5-(2,2,2-trifluoro-ethyl)-phenol). RXN SMILES: [F:1][C:2]1[CH:7]=[C:6]([C:8]2[CH:16]=[C:15]3[C:11]([C:12]([C:17]4[NH:18][C:19]5[CH2:24][CH2:23][NH:22][CH2:21][C:20]=5[N:25]=4)=[N:13][NH:14]3)=[CH:10][CH:9]=2)[C:5]([CH2:26][C:27]([F:30])([F:29])[F:28])=[CH:4][C:3]=1[OH:31].[CH3:32][O:33][C:34]1[CH:35]=[C:36]([CH:39]=[CH:40][CH:41]=1)[CH:37]=O>>[F:1][C:2]1[CH:7]=[C:6]([C:8]2[CH:16]=[C:15]3[C:11]([C:12]([C:17]4[NH:18][C:19]5[CH2:24][CH2:23][N:22]([CH2:37][C:36]6[CH:39]=[CH:40][CH:41]=[C:34]([O:33][CH3:32])[CH:35]=6)[CH2:21][C:20]=5[N:25]=4)=[N:13][NH:14]3)=[CH:10][CH:9]=2)[C:5]([CH2:26][C:27]([F:28])([F:29])[F:30])=[CH:4][C:3]=1[OH:31]. Reported procedure: The title compound was prepared from 2-fluoro-4-[3-(4,5,6,7-tetrahydro-1H-imidazo[4,5-c]pyridin-2-yl)-1H-indazol-6-yl]-5-(2,2,2-trifluoro-ethyl)-phenol (100 mg, 0.21 mmol) and 3-methoxybenzaldehyde (63.1 mg, 0.46 mmol) using the method of Example 51. The crude material was purified initially over silica and finally by Prep TLC (Mobile Phase: 10% MeOH-DCM) to afford the title compound as an off white solid in 21.2% yield, 25 mg. The reactants are ClCCl, CSC, C=Cc1ccccc1[N+](=O)[O-], O=[O+][O-], O. The product is O=Cc1ccccc1[N+](=O)[O-]. As a reaction SMILES: [CH2:19]([Cl:20])[Cl:21].[CH3:16][S:17][CH3:18].[N+:5](=[O:6])([O-:7])[c:8]1[c:9]([CH:10]=[CH2:11])[cH:12][cH:13][cH:14][cH:15]1.[O-:2][O+:3]=[O:4].[O:1]>>[O:2]=[CH:10][c:9]1[c:8]([N+:5](=[O:6])[O-:7])[cH:15][cH:14][cH:13][cH:12]1. The reactants are Br.C(C)OC(=O)C1CCN(CC1)CC1=C2NC(C(NC2=CC(=C1)Br)=O)=O (N-(7-bromo-2,3-dioxo-1,2,3,4-tetrahydroquinoxalin-5-ylmethyl)-piperidine-4-carboxylic acid ethyl ester hydrobromide), Cl (hydrochloric acid). Run in [OH-].[Na+] (sodium hydroxide). Product: BrC1=CC(=C2NC(C(NC2=C1)=O)=O)CN1CCC(CC1)C(=O)O (N-(7-Bromo-2,3-dioxo-1,2,3,4-tetrahydroquinoxalin-5-ylmethyl)-piperidine-4-carboxylic acid). As a reaction SMILES: Br.C([O:4][C:5]([CH:7]1[CH2:12][CH2:11][N:10]([CH2:13][C:14]2[CH:23]=[C:22]([Br:24])[CH:21]=[C:20]3[C:15]=2[NH:16][C:17](=[O:26])[C:18](=[O:25])[NH:19]3)[CH2:9][CH2:8]1)=[O:6])C.Cl>[OH-].[Na+]>[Br:24][C:22]1[CH:21]=[C:20]2[C:15]([NH:16][C:17](=[O:26])[C:18](=[O:25])[NH:19]2)=[C:14]([CH2:13][N:10]2[CH2:11][CH2:12][CH:7]([C:5]([OH:6])=[O:4])[CH2:8][CH2:9]2)[CH:23]=1 |f:0.1,3.4|. Procedure: 1.28 g (3.12 mmol) of N-(7-bromo-2,3-dioxo-1,2,3,4-tetrahydroquinoxalin-5-ylmethyl)-piperidine-4-carboxylic acid ethyl ester hydrobromide (penultimate compound in Example 2) are stirred at 20° C. for 16 hours in 12 ml of 2N sodium hydroxide solution. The mixture is acidified with 2N hydrochloric acid, and the resulting solid is filtered off and washed with water and diethyl ether. The title compound is obtained in the form of a white solid. Starting materials: [OH-].[Na+] (NaOH), C(C)OC(=O)C1=NNC2=C1CCC2(C)C (6,6-dimethyl-1,4,5,6-tetrahydrocyclopentapyrazole-3-carboxylic acid ethyl ester). Solvent: CO (MeOH). Product: CC1(CCC=2C(=NNC21)C(=O)O)C (6,6-Dimethyl-1,4,5,6-tetrahydrocyclopentapyrazole-3-carboxylic acid). The yield is 43.6%. RXN SMILES: [OH-].[Na+].C([O:5][C:6]([C:8]1[C:12]2[CH2:13][CH2:14][C:15]([CH3:17])([CH3:16])[C:11]=2[NH:10][N:9]=1)=[O:7])C>CO>[CH3:16][C:15]1([CH3:17])[C:11]2[NH:10][N:9]=[C:8]([C:6]([OH:7])=[O:5])[C:12]=2[CH2:13][CH2:14]1 |f:0.1|. Reported procedure: Freshly prepared aq. NaOH (10 M in H2O, 15.1 mmol) was added to a stirring, room temperature solution of 2 (0.6289 g, 3.02 mmol) in MeOH (7.6 mL, 0.4 M) under N2. The reaction was then heated to reflux until the reaction was judged complete by TLC (2.5 h). The reaction was concentrated, redissolved in EtOAc and H2O, and extracted with EtOAc. 10% aq. HCl was added dropwise until the pH=4, then the organic was removed, and the aqueous layer was extracted with EtOAc again. The combined organics wer... Starting materials: [N+](=O)([O-])C=1C=C(C=CC1)S(=O)(=O)Cl (3-Nitro-benzenesulfonyl chloride), CN1CCNCC1 (N-methyl-piperazine), solid. The product is CN1CCN(CC1)S(=O)(=O)C=1C=C(C=CC1)N (3-(4-Methyl-piperazine-1-sulfonyl)-phenylamine). As a reaction SMILES: [N+:1]([C:4]1[CH:5]=[C:6]([S:10](Cl)(=[O:12])=[O:11])[CH:7]=[CH:8][CH:9]=1)([O-])=O.[CH3:14][N:15]1[CH2:20][CH2:19][NH:18][CH2:17][CH2:16]1>>[CH3:14][N:15]1[CH2:20][CH2:19][N:18]([S:10]([C:6]2[CH:5]=[C:4]([NH2:1])[CH:9]=[CH:8][CH:7]=2)(=[O:12])=[O:11])[CH2:17][CH2:16]1. Procedure: The title compound was prepared following the procedure of intermediate Example 2 with to 3-Nitro-benzenesulfonyl chloride (4.4 g, 20 mmol) and N-methyl-piperazine (2.2 ml 20 mmol) as an off white solid (3.6 g, 70%). MS (ESI) m/z=256 [M+H]+.